Dataset: the Open Reaction Database (ORD), a public repository of structured organic reaction records. Task: describe an organic reaction: reactants, conditions, products, and yield The reactants are Cl (hydrochloric acid), C(C=C)(=O)OCC (ethyl acrylate), cuprous oxide, C(C)(=O)OC=1C(=C2C(CC(OC2=C(C1C)C)(O)COC1=CC=C(C=C1)N)=O)C (6-acetoxy-2-(4-aminophenoxymethyl)-2-hydroxy-5,7,8-trimethylchroman-4-one), N(=O)[O-].[Na+] (sodium nitrite). The solvent is CC(=O)C (acetone), O (water). Product: C(C)(=O)OC=1C(=C2C(CC(OC2=C(C1C)C)(O)COC1=CC=C(C=C1)CC(C(=O)OCC)Cl)=O)C (Ethyl 3-[4-(6-acetoxy-2-hydroxy-5,7,8-trimethyl-4-oxochroman-2-ylmethoxy)phenyl]-2-chloropropionate). As a reaction SMILES: [C:1]([O:4][C:5]1[C:6]([CH3:28])=[C:7]2[C:12](=[C:13]([CH3:16])[C:14]=1[CH3:15])[O:11][C:10]([CH2:18][O:19][C:20]1[CH:25]=[CH:24][C:23](N)=[CH:22][CH:21]=1)([OH:17])[CH2:9][C:8]2=[O:27])(=[O:3])[CH3:2].[ClH:29].N([O-])=O.[Na+].[C:34]([O:38][CH2:39][CH3:40])(=[O:37])[CH:35]=[CH2:36]>O.CC(C)=O>[C:1]([O:4][C:5]1[C:6]([CH3:28])=[C:7]2[C:12](=[C:13]([CH3:16])[C:14]=1[CH3:15])[O:11][C:10]([CH2:18][O:19][C:20]1[CH:25]=[CH:24][C:23]([CH2:36][CH:35]([Cl:29])[C:34]([O:38][CH2:39][CH3:40])=[O:37])=[CH:22][CH:21]=1)([OH:17])[CH2:9][C:8]2=[O:27])(=[O:3])[CH3:2] |f:2.3|. Reported procedure: Following the same procedure as described in Preparation 18, 3.4 g of 6-acetoxy-2-(4-aminophenoxymethyl)-2-hydroxy-5,7,8-trimethylchroman-4-one (prepared as described in Preparation 44), 40 ml of acetone, 5 ml of 35% w/v aqueous hydrochloric acid, 1.2 g of sodium nitrite, 1.6 ml of water, 13 g of ethyl acrylate and 0.32 g of cuprous oxide were reacted, to give the title compound. Reactants: N(=[N+]=[N-])C[C@H](C1=NC(=CC=C1)C)OC(C)=O (acetic acid (R)-2-azido-1-(6-methyl-pyridin-2-yl)-ethyl ester), C(=O)([O-])[O-].[K+].[K+] (K2CO3). The solvent is CO (MeOH). Conditions: time 2 hour. The product is N(=[N+]=[N-])C[C@@H](O)C1=NC(=CC=C1)C ((R)-2-azido-1-(6-methyl-pyridin-2-yl)-ethanol). Isolated yield 100.9%. Reaction SMILES: [N:1]([CH2:4][C@@H:5]([O:13]C(=O)C)[C:6]1[CH:11]=[CH:10][CH:9]=[C:8]([CH3:12])[N:7]=1)=[N+:2]=[N-:3].C([O-])([O-])=O.[K+].[K+]>CO>[N:1]([CH2:4][C@H:5]([C:6]1[CH:11]=[CH:10][CH:9]=[C:8]([CH3:12])[N:7]=1)[OH:13])=[N+:2]=[N-:3] |f:1.2.3|. Procedure: Dissolved acetic acid (R)-2-azido-1-(6-methyl-pyridin-2-yl)-ethyl ester (2.20 g, 9.90 mmol) into 50 mL of MeOH. To this was added K2CO3 (1.50 g) and the heterogenous mixture stirred for 2 h. LC-MS analysis indicated completion of the reaction. The mixture was concentrated and 100 mL of H2O was added. The mixture was extracted with 2×100 mL of CH2Cl2, dried with MgSO4, filtered and concentrated to give 1.78 g of (R)-2-azido-1-(6-methyl-pyridin-2-yl)-ethanol. ee % >99. Starting materials: [Br-].Br[S+](C)C (bromodimethylsulfonium bromide), NC1=CC=CC=C1 (aniline), chlorodialkylsulfonium chlorides. The product is azasulfonium bromide salt, NC1=CC=CC=C1 (aniline), CSCC1=C(N)C=CC=C1 (2-(methylthiomethyl)aniline). Yield: 69.0%. As a reaction SMILES: [Br-].Br[S+:3]([CH3:5])[CH3:4].[NH2:6][C:7]1[CH:12]=[CH:11][CH:10]=[CH:9][CH:8]=1>>[NH2:6][C:7]1[CH:12]=[CH:11][CH:10]=[CH:9][CH:8]=1.[CH3:4][S:3][CH2:5][C:8]1[CH:9]=[CH:10][CH:11]=[CH:12][C:7]=1[NH2:6] |f:0.1|. Reported procedure: Through this general procedure p-anisidine could be converted into 4-methoxy-2-(methylthiomethyl)aniline in 62 percent yield. The procedure is quite general. For a series of anilines (toluidine, aniline, p-chloroaniline, 4-nitroaniline, and p-ethoxycarbonylaniline) reaction of the aniline with the chlorine:sulfur compound complex chlorodimethylsulfonium chloride through the azasulfonium halide salt gave the corresponding 2-(methylthiomethyl)anilines in 54, 67, 45, 31 and 35% yields, respectively... Reactants: [BH4-], CC(C)C(=O)C(C)c1ccccc1[N+](=O)[O-], CO, Cl, [Na+]. The product is CC(C)C(O)C(C)c1ccccc1[N+](=O)[O-]. Reaction SMILES: [BH4-:17].[CH3:1][CH:2]([CH3:3])[C:4]([CH:5]([CH3:6])[c:7]1[c:8]([N+:13](=[O:14])[O-:15])[cH:9][cH:10][cH:11][cH:12]1)=[O:16].[CH3:20][OH:21].[ClH:19].[Na+:18]>>[CH3:1][CH:2]([CH3:3])[CH:4]([CH:5]([CH3:6])[c:7]1[c:8]([N+:13](=[O:14])[O-:15])[cH:9][cH:10][cH:11][cH:12]1)[OH:16]. Reactants: Oc1ccc(Br)cc1, Cc1ccccc1, CCOC(C)=O, C=COC(C)=O, [Na+], [Na+], O=C([O-])[O-]. Yields the product C=COc1ccc(Br)cc1. Reaction SMILES: [Br:1][c:2]1[cH:3][cH:4][c:5]([OH:8])[cH:6][cH:7]1.[CH3:21][c:22]1[cH:23][cH:24][cH:25][cH:26][cH:27]1.[CH3:28][CH2:29][O:30][C:31](=[O:32])[CH3:33].[CH:9](=[CH2:10])[O:11][C:12](=[O:13])[CH3:14].[Na+:15].[Na+:16].[O-:17][C:18](=[O:19])[O-:20]>>[Br:1][c:2]1[cH:3][cH:4][c:5]([O:8][CH:9]=[CH2:10])[cH:6][cH:7]1. Isolated yield 16.9%. Reactants: NC=1C2=C(N=CN1)C(=CS2)C(=O)NC2=C(C=CC(=C2)[N+](=O)[O-])C (4-Amino-N-(2-methyl-5-nitrophenyl) thieno[3,2-d]pyrimidine-7-carboxamide). The reagents and catalysts are [Pd] (Pd/C). Yields the product NC=1C2=C(N=CN1)C(=CS2)C(=O)NC2=C(C=CC(=C2)N)C (4-Amino-N-(5-amino-2-methylphenyl) thieno[3,2-d]pyrimidine-7-carboxamide). Reaction conditions: time 14 hour. The solvent is CO (methanol). Reaction SMILES: [NH2:1][C:2]1[C:3]2[S:10][CH:9]=[C:8]([C:11]([NH:13][C:14]3[CH:19]=[C:18]([N+:20]([O-])=O)[CH:17]=[CH:16][C:15]=3[CH3:23])=[O:12])[C:4]=2[N:5]=[CH:6][N:7]=1>[Pd].CO>[NH2:1][C:2]1[C:3]2[S:10][CH:9]=[C:8]([C:11]([NH:13][C:14]3[CH:19]=[C:18]([NH2:20])[CH:17]=[CH:16][C:15]=3[CH3:23])=[O:12])[C:4]=2[N:5]=[CH:6][N:7]=1. Procedure details: The compound (1 g, 3.0 mmol) obtained in Step 2 of Example 39 was added to methanol (15 mL) and Pd/C (200 mg), and stirred under H2 atmosphere for 14 hours at room temperature. The reaction mixture was filtered using Celite and concentrated to obtain the title compound (152 mg). Starting materials: Cl (HCl), CC1(CN(C2=CC(=CC=C12)N1CCOCC1)C(C)=O)C (1-(3,3-Dimethyl-6-morpholinoindolin-1-yl)ethanone), C(=O)(O)[O-].[Na+] (NaHCO3). The solvent is C(C)#N (acetonitrile). Reaction conditions: time 2 hour. Yields the product CC1(CNC2=CC(=CC=C12)N1CCOCC1)C (4-(3,3-dimethylindolin-6-yl)morpholine). As a reaction SMILES: [CH3:1][C:2]1([CH3:20])[C:10]2[C:5](=[CH:6][C:7]([N:11]3[CH2:16][CH2:15][O:14][CH2:13][CH2:12]3)=[CH:8][CH:9]=2)[N:4](C(=O)C)[CH2:3]1.Cl.C([O-])(O)=O.[Na+]>C(#N)C>[CH3:1][C:2]1([CH3:20])[C:10]2[C:5](=[CH:6][C:7]([N:11]3[CH2:16][CH2:15][O:14][CH2:13][CH2:12]3)=[CH:8][CH:9]=2)[NH:4][CH2:3]1 |f:2.3|. Procedure: 1-(3,3-Dimethyl-6-morpholinoindolin-1-yl)ethanone was dissolved in acetonitrile (100 mL) and treated with 5 N HCl (50 mL) at 95° C. After 2 h, the mixture was cooled to rt. The reaction was carefully neutralized with saturated NaHCO3 solution to pH 10 and extracted with EtOAc (100 mL×4). The combined organics were washed with water, brine, dried, and concentrated under reduced pressure. The residue was purified by column chromatography on silica gel (EtOAc/hexane, 0/1 to 1/0) to give 4-(3,3-dime...